The task is: describe an organic reaction: reactants, conditions, products, and yield. This data is from the Open Reaction Database (ORD), a public repository of structured organic reaction records. Reactants: C(C)(C)(C)OC(NC1=NC=CC=2C1=CN(N2)C2=C(C=C(C=C2Cl)C#N)Cl)=O ([2-(2,6-dichloro-4-cyano-phenyl)-2H-pyrazolo[4,3-c]pyridin-4-yl]carbamic acid tert-butyl ester), Cl (HCl). Conditions: temperature 50 celsius, time 6 hour. The product is NC1=NC=CC=2C1=CN(N2)C2=C(C=C(C#N)C=C2Cl)Cl (4-(4-Aminopyrazolo[4,3-c]pyridin-2-yl)-3,5-dichlorobenzonitrile). The yield is 31.1%. As a reaction SMILES: C(OC(=O)[NH:7][C:8]1[C:13]2=[CH:14][N:15]([C:17]3[C:22]([Cl:23])=[CH:21][C:20]([C:24]#[N:25])=[CH:19][C:18]=3[Cl:26])[N:16]=[C:12]2[CH:11]=[CH:10][N:9]=1)(C)(C)C.Cl>>[NH2:7][C:8]1[C:13]2=[CH:14][N:15]([C:17]3[C:22]([Cl:23])=[CH:21][C:20]([C:24]#[N:25])=[CH:19][C:18]=3[Cl:26])[N:16]=[C:12]2[CH:11]=[CH:10][N:9]=1. Reported procedure: A mixture of [2-(2,6-dichloro-4-cyano-phenyl)-2H-pyrazolo[4,3-c]pyridin-4-yl]carbamic acid tert-butyl ester (5.0 g, contaminated with residual tert-butyl carbamate) and HCl (4 N in dioxane, 40 mL, 160 mmol) was stirred at 50° C. for 6 h then concentrated to dryness under reduced pressure. The resultant residue was partitioned between ethyl acetate and sodium bicarbonate (sat. aq.). The organic layer was separated, washed with brine, dried over anhydrous sodium sulfate, filtered and concentrated ... Reactants: C(C1=CC=CC=C1)N1CC(OCC1)COC (N-Benzyl-2-methoxymethylmorpholine). The reagents and catalysts are [C].[Pd] (palladium-carbon), [C].[Pd] (palladium-carbon). Solvent: CO (methanol). Conditions: temperature 100 celsius. Yields the product COCC1CNCCO1 (2-Methoxymethylmorpholine). The yield is 86.9%. RXN SMILES: C([N:8]1[CH2:13][CH2:12][O:11][CH:10]([CH2:14][O:15][CH3:16])[CH2:9]1)C1C=CC=CC=1>CO.[C].[Pd]>[CH3:16][O:15][CH2:14][CH:10]1[O:11][CH2:12][CH2:13][NH:8][CH2:9]1 |f:2.3|. Procedure details: N-Benzyl-2-methoxymethylmorpholine (412.3 g) is dissolved in methanol (2 liters), and thereto is added 10% palladium-carbon (33 g), and the mixture is stirred under hydrogen pressure of 9 kg/cm2 at 100° C. After completion of the reaction, palladium-carbon is filtered off, and the solvent is distilled off under atmospheric pressure to give a pale yellow oily substance. The oily substance is distilled under reduced pressure to give the title compound (212.3 g) as colorless liquid. Reactants: FC1=C(C=O)C=CC(=C1)O (2-fluoro-4-hydroxybenzaldehyde), C(=O)([O-])[O-].[K+].[K+] (K2CO3), C(CCC)(=O)OCCl (chloromethyl butyrate). Solvent: CC(=O)C (acetone), CC(=O)C (acetone), CC(=O)C (acetone). Reaction conditions: time 30 minute. The product is C(CCC)(=O)OCOC1=CC(=C(C=C1)C=O)F ((3-fluoro-4-formylphenoxy)methyl butyrate). The yield is 66.6%. As a reaction SMILES: [F:1][C:2]1[CH:9]=[C:8]([OH:10])[CH:7]=[CH:6][C:3]=1[CH:4]=[O:5].C([O-])([O-])=O.[K+].[K+].[C:17]([O:22][CH2:23]Cl)(=[O:21])[CH2:18][CH2:19][CH3:20]>CC(C)=O>[C:17]([O:22][CH2:23][O:10][C:8]1[CH:7]=[CH:6][C:3]([CH:4]=[O:5])=[C:2]([F:1])[CH:9]=1)(=[O:21])[CH2:18][CH2:19][CH3:20] |f:1.2.3|. Procedure details: To a 500 mL dry round bottom flask a were added 2-fluoro-4-hydroxybenzaldehyde (5.60 g, 40 mmol), anhydrous K2CO3 (10.6 g, 76.9 mmol) and acetone (200 mL). The mixture was stirred at room temperature for 30 minutes. To another 500 mL dry round bottom flash b were added chloromethyl butyrate (9.33 g, 61.5 mmol), KI (14.2 g, 66.6 mmol) and acetone (150 mL). This mixture was also stirred at room temperature for 30 minutes. After the solid settled down on the glassware bottom, the top yellow acetone... Reactants: Cc1ccc(C=Cc2cccc3c4c([nH]c23)C2CCN(CC2)C4)cn1, CCO. Product: Cc1ccc(CCc2cccc3c4c([nH]c23)C2CCN(CC2)C4)cn1. Reaction SMILES: [CH3:1][c:2]1[cH:3][cH:4][c:5]([CH:8]=[CH:9][c:10]2[cH:11][cH:12][cH:13][c:14]3[c:15]4[c:16]([nH:17][c:18]23)[CH:19]2[CH2:20][CH2:21][N:22]([CH2:23]4)[CH2:24][CH2:25]2)[cH:6][n:7]1.[CH3:26][CH2:27][OH:28]>>[CH3:1][c:2]1[cH:3][cH:4][c:5]([CH2:8][CH2:9][c:10]2[cH:11][cH:12][cH:13][c:14]3[c:15]4[c:16]([nH:17][c:18]23)[CH:19]2[CH2:20][CH2:21][N:22]([CH2:23]4)[CH2:24][CH2:25]2)[cH:6][n:7]1. The reactants are CNN (methyl hydrazine), C[O-].[Na+] (Sodium methoxide), C(C)(=O)C=1C=C(NC(C2=CC=C(C=C2)Cl)=O)C=CC1 (3′-acetyl-4-chlorobenzanilide), FC(C(=O)OCC)(F)F (Ethyl trifluoroacetate). The solvent is C(C)O (ethanol), C(C)(=O)O (acetic acid), O (Water), CO (methanol). Conditions: time 2 hour. The product is ClC1=CC=C(C(=O)NC2=CC(=CC=C2)C2=NN(C(=C2)C(F)(F)F)C)C=C1 (4-chloro-3′-(1-methyl-5-trifluoromethyl-1H-pyrazol-3-yl)benzanilide). Reaction SMILES: C[O-].[Na+].[C:4]([C:7]1[CH:8]=[C:9]([CH:20]=[CH:21][CH:22]=1)[NH:10][C:11](=[O:19])[C:12]1[CH:17]=[CH:16][C:15]([Cl:18])=[CH:14][CH:13]=1)(=O)[CH3:5].[F:23][C:24]([F:31])([F:30])[C:25](OCC)=O.[CH3:32][NH:33][NH2:34]>C(O)C.C(O)(=O)C.O.CO>[Cl:18][C:15]1[CH:16]=[CH:17][C:12]([C:11]([NH:10][C:9]2[CH:20]=[CH:21][CH:22]=[C:7]([C:4]3[CH:5]=[C:25]([C:24]([F:31])([F:30])[F:23])[N:33]([CH3:32])[N:34]=3)[CH:8]=2)=[O:19])=[CH:13][CH:14]=1 |f:0.1|. Reported procedure: Sodium methoxide (257 mg) was added to a mixture of 3′-acetyl-4-chlorobenzanilide (1.00 g) and methanol (10 ml) under ice-cooling, followed by stirring at room temperature for 2 hours. Ethyl trifluoroacetate (0.522 ml) was added to the reaction solution under ice-cooling, followed by stirring under heat reflux for 3 days. Water (50 ml) was added to the reaction mixture, the thus formed product was extracted with ethyl acetate and then the extract was washed with saturated brine. The organic laye...